From a dataset of the Open Reaction Database (ORD), a public repository of structured organic reaction records. describe an organic reaction: reactants, conditions, products, and yield Reaction SMILES: [C:1]1([CH2:7][CH2:8][C:9]2[N:19]3[C:20]4[C:15]([C:16](=[O:21])[CH2:17][CH2:18]3)=[CH:14][CH:13]=[CH:12][C:11]=4[N:10]=2)[CH:6]=[CH:5][CH:4]=[CH:3][CH:2]=1>O1CCCC1>[C:1]1([CH2:7][CH2:8][C:9]2[N:19]3[C:20]4[C:15]([CH:16]([OH:21])[CH2:17][CH2:18]3)=[CH:14][CH:13]=[CH:12][C:11]=4[N:10]=2)[CH:6]=[CH:5][CH:4]=[CH:3][CH:2]=1. The yield is 79.4%. Reported procedure: (+)-Diisopinocanphenylchloroborane (87.2 g) was dissolved in dry tetrahydrofuran (170 mL) under an argon atmosphere. Fifty grams of the 4,5-dihydro-2-(2-phenylethyl)-6H-imidazo[4,5,1-ij]quinolin-6-one obtained in Example 1 was dissolved in 340 mL of dry tetrahydrofuran and the solution was added slowly at -20° C. to -25° C. After stirring for 3 hrs at the same temperature, the solvent was removed under reduced pressure. The residue was dissolved in ethyl acetate (700 mL) and, following the addit... Product: C1(=CC=CC=C1)CCC1=NC=2C=CC=C3C(CCN1C23)O ((+)-5,6-dihydro-2-(2-phenylethyl)-4H-imidazo[4,5,1-ij]quinolin-6-ol). Run in O1CCCC1 (tetrahydrofuran), O1CCCC1 (tetrahydrofuran). The reactants are C1(=CC=CC=C1)CCC1=NC=2C=CC=C3C(CCN1C23)=O (4,5-dihydro-2-(2-phenylethyl)-6H-imidazo[4,5,1-ij]-quinolin-6-one). Conditions: time 3 hour. The reactants are CC(=O)Nc1cc(C(=O)O)cc(N2CCCC2=O)c1, CC(CC(O)C(N)Cc1ccccc1)C(=O)NC1CC2CCC1C2. The product is CC(=O)Nc1cc(C(=O)NC(Cc2ccccc2)C(O)CC(C)C(=O)NC2CC3CCC2C3)cc(N2CCCC2=O)c1. Reaction SMILES: [C:1]([CH3:2])(=[O:3])[NH:4][c:5]1[cH:6][c:7]([C:8](=[O:9])[OH:10])[cH:11][c:12]([N:14]2[C:15](=[O:19])[CH2:16][CH2:17][CH2:18]2)[cH:13]1.[CH:20]12[CH:21]([NH:27][C:28]([CH:29]([CH2:30][CH:31]([CH:32]([CH2:33][c:34]3[cH:35][cH:36][cH:37][cH:38][cH:39]3)[NH2:40])[OH:41])[CH3:42])=[O:43])[CH2:22][CH:23]([CH2:24][CH2:25]1)[CH2:26]2>>[C:1]([CH3:2])(=[O:3])[NH:4][c:5]1[cH:6][c:7]([C:8](=[O:10])[NH:40][CH:32]([CH:31]([CH2:30][CH:29]([C:28]([NH:27][CH:21]2[CH:20]3[CH2:25][CH2:24][CH:23]([CH2:22]2)[CH2:26]3)=[O:43])[CH3:42])[OH:41])[CH2:33][c:34]2[cH:35][cH:36][cH:37][cH:38][cH:39]2)[cH:11][c:12]([N:14]2[C:15](=[O:19])[CH2:16][CH2:17][CH2:18]2)[cH:13]1. The reactants are S(=O)(Cl)Cl (Thionyl chloride), C(=O)NC=1SC=C(N1)C(C(=O)NC1[C@@H]2N(C(=C(CS2)O)C(=O)OCC2=CC=C(C=C2)[N+](=O)[O-])C1=O)=NOC (4-nitrobenzyl 7-[2-(2-formamido-4-thiazolyl)-2-methoxyiminoacetamido]-3-hydroxy-3-cephem-4-carboxylate), C(C)(=O)OCC (Ethyl acetate), O (water), resultant solution. Solvent: CN(C=O)C (N,N-dimethylformamide). Conditions: time 1.1 hour. The product is C(=O)NC=1SC=C(N1)C(C(=O)NC1[C@@H]2N(C(=C(CS2)Cl)C(=O)OCC2=CC=C(C=C2)[N+](=O)[O-])C1=O)=NOC (4-nitrobenzyl 7-[2-(2-formamido-4-thiazolyl)-2-methoxyiminoacetamido]-3-chloro-3-cephem-4-carboxylate). The yield is 19.4%. RXN SMILES: S(Cl)([Cl:3])=O.[CH:5]([NH:7][C:8]1[S:9][CH:10]=[C:11]([C:13](=[N:40][O:41][CH3:42])[C:14]([NH:16][CH:17]2[C:38](=[O:39])[N:19]3[C:20]([C:25]([O:27][CH2:28][C:29]4[CH:34]=[CH:33][C:32]([N+:35]([O-:37])=[O:36])=[CH:31][CH:30]=4)=[O:26])=[C:21](O)[CH2:22][S:23][C@H:18]23)=[O:15])[N:12]=1)=[O:6].C(OCC)(=O)C.O>CN(C)C=O>[CH:5]([NH:7][C:8]1[S:9][CH:10]=[C:11]([C:13](=[N:40][O:41][CH3:42])[C:14]([NH:16][CH:17]2[C:38](=[O:39])[N:19]3[C:20]([C:25]([O:27][CH2:28][C:29]4[CH:34]=[CH:33][C:32]([N+:35]([O-:37])=[O:36])=[CH:31][CH:30]=4)=[O:26])=[C:21]([Cl:3])[CH2:22][S:23][C@H:18]23)=[O:15])[N:12]=1)=[O:6]. Procedure: Thionyl chloride (0.423 g.) was dropwise added to a stirred solution of 4-nitrobenzyl 7-[2-(2-formamido-4-thiazolyl)-2-methoxyiminoacetamido]-3-hydroxy-3-cephem-4-carboxylate (syn isomer, 1 g.) in N,N-dimethylformamide (10 ml.) under ice cooling over 2 minutes, and the solution was stirred at room temperature for 1.1 hours. Ethyl acetate (40 ml.) and water (30 ml.) were added to the resultant solution and shaken sufficiently. The aqueous layer was extracted with ethyl acetate, and the extract wa... The reactants are COC(=O)c1ccc(CN(Cc2ccccc2)c2cccc(N)c2C)cc1, CS(=O)(=O)Cl, c1ccncc1. The product is COC(=O)c1ccc(CN(Cc2ccccc2)c2cccc(NS(C)(=O)=O)c2C)cc1. Reaction SMILES: [CH2:1]([c:2]1[cH:3][cH:4][cH:5][cH:6][cH:7]1)[N:8]([c:9]1[c:10]([CH3:16])[c:11]([NH2:15])[cH:12][cH:13][cH:14]1)[CH2:17][c:18]1[cH:19][cH:20][c:21]([C:24](=[O:25])[O:26][CH3:27])[cH:22][cH:23]1.[CH3:28][S:29]([Cl:30])(=[O:31])=[O:32].[cH:33]1[cH:34][cH:35][n:36][cH:37][cH:38]1>>[CH2:1]([c:2]1[cH:3][cH:4][cH:5][cH:6][cH:7]1)[N:8]([c:9]1[c:10]([CH3:16])[c:11]([NH:15][S:29]([CH3:28])(=[O:31])=[O:32])[cH:12][cH:13][cH:14]1)[CH2:17][c:18]1[cH:19][cH:20][c:21]([C:24](=[O:25])[O:26][CH3:27])[cH:22][cH:23]1. Reactants: CN1CCNCC1, CS(C)=O, COc1c(F)c(F)cc2c(=O)c(C(=O)O)cn(C3CC3)c12. The product is COc1c(N2CCN(C)CC2)c(F)cc2c(=O)c(C(=O)O)cn(C3CC3)c12. RXN SMILES: [CH3:22][N:23]1[CH2:24][CH2:25][NH:26][CH2:27][CH2:28]1.[CH3:29][S:30]([CH3:31])=[O:32].[CH:1]1([n:4]2[cH:5][c:6]([C:19](=[O:20])[OH:21])[c:7](=[O:18])[c:8]3[cH:9][c:10]([F:17])[c:11]([F:16])[c:12]([O:14][CH3:15])[c:13]23)[CH2:2][CH2:3]1>>[CH:1]1([n:4]2[cH:5][c:6]([C:19](=[O:20])[OH:21])[c:7](=[O:18])[c:8]3[cH:9][c:10]([F:17])[c:11]([N:26]4[CH2:25][CH2:24][N:23]([CH3:22])[CH2:28][CH2:27]4)[c:12]([O:14][CH3:15])[c:13]23)[CH2:2][CH2:3]1. The reactants are BrC=1C=C(C=C(C1OC)C(C)(C)C)C=1C(=NC(=NC1)OC(C)(C)C)OC(C)(C)C (5-(3-bromo-5-tert-butyl-4-methoxyphenyl)-2,4-di-tert-butoxy-pyrimidine), CC1(OB(OC1(C)C)C1=CC=C2C(=CCC2=C1)CNS(=O)(=O)C)C (N-((6-(4,4,5,5-tetramethyl-1,3,2-dioxaborolan-2-yl)-1H-inden-3-yl)methyl)methanesulfonamide). Yields the product C(C)(C)(C)C=1C(=C(C=C(C1)C=1C(=NC(=NC1)OC(C)(C)C)OC(C)(C)C)C1=CC=C2C(=CCC2=C1)CNS(=O)(=O)C)OC (N-((6-(3-tert-butyl-5-(2,4-di-tert-butoxypyrimidin-5-yl)-2-methoxy phenyl)-1H-inden-3-yl)methyl)methanesulfonamide). Reaction SMILES: Br[C:2]1[CH:3]=[C:4]([C:14]2[C:15]([O:25][C:26]([CH3:29])([CH3:28])[CH3:27])=[N:16][C:17]([O:20][C:21]([CH3:24])([CH3:23])[CH3:22])=[N:18][CH:19]=2)[CH:5]=[C:6]([C:10]([CH3:13])([CH3:12])[CH3:11])[C:7]=1[O:8][CH3:9].CC1(C)C(C)(C)OB([C:38]2[CH:46]=[C:45]3[C:41]([C:42]([CH2:47][NH:48][S:49]([CH3:52])(=[O:51])=[O:50])=[CH:43][CH2:44]3)=[CH:40][CH:39]=2)O1>>[C:10]([C:6]1[C:7]([O:8][CH3:9])=[C:2]([C:38]2[CH:46]=[C:45]3[C:41]([C:42]([CH2:47][NH:48][S:49]([CH3:52])(=[O:50])=[O:51])=[CH:43][CH2:44]3)=[CH:40][CH:39]=2)[CH:3]=[C:4]([C:14]2[C:15]([O:25][C:26]([CH3:27])([CH3:28])[CH3:29])=[N:16][C:17]([O:20][C:21]([CH3:23])([CH3:24])[CH3:22])=[N:18][CH:19]=2)[CH:5]=1)([CH3:12])([CH3:11])[CH3:13]. Procedure details: The product from Example 2 Part A (55.9 mg, 0.12 mmol) and N-((6-(4,4,5,5-tetramethyl-1,3,2-dioxaborolan-2-yl)-1H-inden-3-yl)methyl)methanesulfonamide (41.9 mg, 0.120 mmol) were reacted in the same manner as Example 2 Part B. The crude product was purified by silica gel flash chromatography eluting with ethyl acetate/hexane (5% to 25%) to give the title compound. The reactants are COC(=O)CC(C)=O, Cc1ccccc1, O=[Sn], CC(O)c1ccccc1. The product is CC(=O)CC(=O)OC(C)c1ccccc1. As a reaction SMILES: [C:1]([CH2:2][C:3](=[O:4])[CH3:5])(=[O:6])[O:7][CH3:8].[CH3:20][c:21]1[cH:22][cH:23][cH:24][cH:25][cH:26]1.[Sn:18]=[O:19].[c:9]1([CH:15]([CH3:16])[OH:17])[cH:10][cH:11][cH:12][cH:13][cH:14]1>>[C:1]([CH2:2][C:3](=[O:4])[CH3:5])(=[O:6])[O:17][CH:15]([c:9]1[cH:10][cH:11][cH:12][cH:13][cH:14]1)[CH3:16]. The reactants are IC1=CC=C(N(CCCCCC)CCCCCC)C=C1 (4-Iodo-N,N-dihexylaniline), C[Si](C)(C)C#C ((trimethylsilyl)acetylene). Reagents/catalysts: Cl[Pd]([P](C1=CC=CC=C1)(C2=CC=CC=C2)C3=CC=CC=C3)([P](C4=CC=CC=C4)(C5=CC=CC=C5)C6=CC=CC=C6)Cl (Pd(PPh3)2Cl2), [Cu]I (CuI). The solvent is CCN(CC)CC (Et3N). Reaction conditions: temperature 45 celsius, time 18 hour. Product: C[Si](C)(C)C#CC1=CC=C(N(CCCCCC)CCCCCC)C=C1 (4-[(Trimethylsilyl)ethynyl]-N,N-dihexylaniline). RXN SMILES: I[C:2]1[CH:20]=[CH:19][C:5]([N:6]([CH2:13][CH2:14][CH2:15][CH2:16][CH2:17][CH3:18])[CH2:7][CH2:8][CH2:9][CH2:10][CH2:11][CH3:12])=[CH:4][CH:3]=1.[CH3:21][Si:22]([C:25]#[CH:26])([CH3:24])[CH3:23]>Cl[Pd](Cl)([P](C1C=CC=CC=1)(C1C=CC=CC=1)C1C=CC=CC=1)[P](C1C=CC=CC=1)(C1C=CC=CC=1)C1C=CC=CC=1.[Cu]I.CCN(CC)CC>[CH3:21][Si:22]([C:25]#[C:26][C:2]1[CH:20]=[CH:19][C:5]([N:6]([CH2:13][CH2:14][CH2:15][CH2:16][CH2:17][CH3:18])[CH2:7][CH2:8][CH2:9][CH2:10][CH2:11][CH3:12])=[CH:4][CH:3]=1)([CH3:24])[CH3:23] |^1:29,48|. Reported procedure: 4-Iodo-N,N-dihexylaniline (3.150 g, 8.13×10−3 mol), Pd(PPh3)2Cl2 (0.332 g, 4.73×10−4 mol), CuI (0.130 g, 6.83×10−4 mol) and Et3N (20 ml) were added to a 100-ml round-bottom flask. Ar was bubbled into the reaction mixture for 5 min before (trimethylsilyl)acetylene (2.40 ml, 1.70×10−2 mol) was added. The reaction mixture was stirred at 45° C. for 18 h under Ar. After the solvent was removed in vacuo, the residue was chromatographed on silica gel 4:1 hexane:CHCl3 as the eluent. Yield=2.861 g (98% b... Starting materials: CCOC(C)=O, CO, CC(=O)O, CCCCCC, COc1cc(C)c(OS(C)(=O)=O)cc1NCC(C)O, [Na+], [OH-], O. Product: COc1cc(C)c(O)cc1NCC(C)O. Reaction SMILES: [C:28]([O:29][CH2:30][CH3:31])(=[O:32])[CH3:33].[CH3:1][OH:2].[CH3:24][C:25](=[O:26])[OH:27].[CH3:34][CH2:35][CH2:36][CH2:37][CH2:38][CH3:39].[CH3:3][S:4](=[O:5])(=[O:6])[O:7][c:8]1[c:9]([CH3:21])[cH:10][c:11]([O:19][CH3:20])[c:12]([NH:14][CH2:15][CH:16]([CH3:17])[OH:18])[cH:13]1.[Na+:23].[OH-:22].[OH2:40]>>[OH:7][c:8]1[c:9]([CH3:21])[cH:10][c:11]([O:19][CH3:20])[c:12]([NH:14][CH2:15][CH:16]([CH3:17])[OH:18])[cH:13]1.